Dataset: the Open Reaction Database (ORD), a public repository of structured organic reaction records. Task: describe an organic reaction: reactants, conditions, products, and yield Reactants: CN1CCNCC1, CCOC(C)=O, CN1CCCC1=O, NC(=O)Cc1nc(Cl)nc2ccccc12. Yields the product CN1CCN(c2nc(CC(N)=O)c3ccccc3n2)CC1. As a reaction SMILES: [CH3:16][N:17]1[CH2:18][CH2:19][NH:20][CH2:21][CH2:22]1.[CH3:23][CH2:24][O:25][C:26]([CH3:27])=[O:28].[CH3:29][N:30]1[CH2:31][CH2:32][CH2:33][C:34]1=[O:35].[Cl:1][c:2]1[n:3][c:4]2[cH:5][cH:6][cH:7][cH:8][c:9]2[c:10]([CH2:12][C:13](=[O:14])[NH2:15])[n:11]1>>[c:2]1([N:20]2[CH2:19][CH2:18][N:17]([CH3:16])[CH2:22][CH2:21]2)[n:3][c:4]2[cH:5][cH:6][cH:7][cH:8][c:9]2[c:10]([CH2:12][C:13](=[O:14])[NH2:15])[n:11]1. Starting materials: Brc1cccc(Br)n1, CCC[O-], CCCO, CCOC(C)=O, [Na+], [Na]. Product: CCCOc1cccc(Br)n1. RXN SMILES: [Br:11][c:12]1[n:13][c:14]([Br:18])[cH:15][cH:16][cH:17]1.[CH2:1]([CH2:2][CH3:3])[O-:4].[CH2:7]([OH:8])[CH2:9][CH3:10].[CH3:19][CH2:20][O:21][C:22]([CH3:23])=[O:24].[Na+:5].[Na:6]>>[CH2:1]([CH2:2][CH3:3])[O:4][c:12]1[n:13][c:14]([Br:18])[cH:15][cH:16][cH:17]1. RXN SMILES: [C:42](=[O:43])([O-:44])[O-:45].[CH3:16][S:17](=[O:18])(=[O:19])[c:20]1[cH:21][cH:22][c:23]([O:24][c:25]2[c:26]3[c:27]([n:28][cH:29][n:30]2)[n:31]([CH:34]2[CH2:35][CH2:36][NH:37][CH2:38][CH2:39]2)[n:32][cH:33]3)[cH:40][cH:41]1.[CH3:50][N:51]([CH3:52])[CH:53]=[O:54].[Cl-:48].[Cl:1][c:2]1[n:3][n:4][c:5]([Cl:8])[cH:6][cH:7]1.[F:9][C:10]([F:11])([F:12])[C:13]([OH:14])=[O:15].[K+:46].[K+:47].[NH4+:49]>>[Cl:1][c:2]1[n:3][n:4][c:5]([N:37]2[CH2:36][CH2:35][CH:34]([n:31]3[c:27]4[c:26]([c:25]([O:24][c:23]5[cH:22][cH:21][c:20]([S:17]([CH3:16])(=[O:18])=[O:19])[cH:41][cH:40]5)[n:30][cH:29][n:28]4)[cH:33][n:32]3)[CH2:39][CH2:38]2)[cH:6][cH:7]1. Yields the product CS(=O)(=O)c1ccc(Oc2ncnc3c2cnn3C2CCN(c3ccc(Cl)nn3)CC2)cc1. The reactants are O=C([O-])[O-], CS(=O)(=O)c1ccc(Oc2ncnc3c2cnn3C2CCNCC2)cc1, CN(C)C=O, [Cl-], Clc1ccc(Cl)nn1, O=C(O)C(F)(F)F, [K+], [K+], [NH4+]. Reactants: O=C(O)CBr, CCO, COc1ccc(C(=O)NC2CCNCC2)cc1OCCc1ccc(Cl)cc1Cl, Cl, Cl, [Na+], [OH-], O. The product is COc1ccc(C(=O)NC2CCN(CC(=O)O)CC2)cc1OCCc1ccc(Cl)cc1Cl. RXN SMILES: [Br:32][CH2:33][C:34](=[O:35])[OH:36].[CH3:38][CH2:39][OH:40].[Cl:2][c:3]1[c:4]([CH2:10][CH2:11][O:12][c:13]2[cH:14][c:15]([C:16](=[O:17])[NH:18][CH:19]3[CH2:20][CH2:21][NH:22][CH2:23][CH2:24]3)[cH:25][cH:26][c:27]2[O:28][CH3:29])[cH:5][cH:6][c:7]([Cl:9])[cH:8]1.[ClH:1].[ClH:37].[Na+:31].[OH-:30].[OH2:41]>>[Cl:2][c:3]1[c:4]([CH2:10][CH2:11][O:12][c:13]2[cH:14][c:15]([C:16](=[O:17])[NH:18][CH:19]3[CH2:20][CH2:21][N:22]([CH2:33][C:34](=[O:35])[OH:36])[CH2:23][CH2:24]3)[cH:25][cH:26][c:27]2[O:28][CH3:29])[cH:5][cH:6][c:7]([Cl:9])[cH:8]1. Reactants: [OH-].[Na+] (Sodium hydroxide), C1(CCC1)(C(=O)OCC)C(=O)OCC (diethyl 1,1-cyclobutanedicarboxylate). The solvent is C(C)O (ethanol). Reaction conditions: time 6 hour. The product is C(C)OC(=O)C1(CCC1)C(=O)O (1-Ethoxycarbonylcyclobutanecarboxylic Acid). Reaction SMILES: [OH-].[Na+].[C:3]1([C:12]([O:14]CC)=[O:13])([C:7]([O:9][CH2:10][CH3:11])=[O:8])[CH2:6][CH2:5][CH2:4]1>C(O)C>[CH2:10]([O:9][C:7]([C:3]1([C:12]([OH:14])=[O:13])[CH2:4][CH2:5][CH2:6]1)=[O:8])[CH3:11] |f:0.1|. Reported procedure: Sodium hydroxide (1N, 22.5 mmol) was added dropwise (1 drop for every 20 seconds) to a stirred solution of diethyl 1,1-cyclobutanedicarboxylate (4.5 g, 22.5 mmol) in ethanol (20 ml). The resulting mixture was stirred at room temperature for 6 hours, then concentrated by evaporation to a volume of about 10 ml. This residue was shaked with diethyl ether and the aqueous layer was separated. This aqueous was acidified with 12N hydrochloric acid while the temperature was kept below 10° C. The resulti... The reactants are FC(C1=CC=C(C=C1)NN)(F)F (4-trifluoromethylphenylhydrazine), C(C)OC=C(C(=O)OCC)C(=O)C (ethyl 2-ethoxymethyleneacetoacetate). Product: FC(C1=CC=C(C=C1)N1N=CC(=C1C)C(=O)O)(F)F (1-(4-Trifluoromethylphenyl)-5-methylpyrazole-4-carboxylic acid). Isolated yield 68.9%. As a reaction SMILES: [F:1][C:2]([F:12])([F:11])[C:3]1[CH:8]=[CH:7][C:6]([NH:9][NH2:10])=[CH:5][CH:4]=1.C(O[CH:16]=[C:17]([C:23]([CH3:25])=O)[C:18]([O:20]CC)=[O:19])C>>[F:1][C:2]([F:11])([F:12])[C:3]1[CH:4]=[CH:5][C:6]([N:9]2[C:23]([CH3:25])=[C:17]([C:18]([OH:20])=[O:19])[CH:16]=[N:10]2)=[CH:7][CH:8]=1. Reported procedure: By the reaction and treatment in the same manner as in Starting Material Synthesis Example 1 using 4-trifluoromethylphenylhydrazine (12.8 g) and ethyl 2-ethoxymethyleneacetoacetate (12.3 g), the title compound (12.3 g) was obtained, melting point: 181° C. Procedure details: (1-Ethylpyrazol-5-ylamino)methylenemalonate diethyl ester (180 mmol from previous reaction) was dissolved in diphenyl ether (200 mL), and the resulting solution was placed in a preheated oil bath at 255° C. The reaction solution was heated for 5 h, and then the diphenyl ether was removed via distillation. The resulting brown reaction mixture was cooled to room temperature and poured into hexane (1 L). This solution was cooled to −78° C., and the resulting precipitate was filtered to afforded the... Solvent: C1(=CC=CC=C1)OC1=CC=CC=C1 (diphenyl ether). Starting materials: C(C)OC(C(C(=O)OCC)=CNC1=CC=NN1CC)=O ((1-Ethylpyrazol-5-ylamino)methylenemalonate diethyl ester). Product: C(C)N1N=CC=2C1=NC=C(C2O)C(=O)OCC (1-Ethyl-4-hydroxy-1H-pyrazolo[3,4-b]pyridine-5-carboxylic acid, ethyl ester). Reaction SMILES: C(O[C:4](=[O:20])[C:5](=[CH:11][NH:12][C:13]1[N:17]([CH2:18][CH3:19])[N:16]=[CH:15][CH:14]=1)[C:6]([O:8][CH2:9][CH3:10])=[O:7])C>C1(OC2C=CC=CC=2)C=CC=CC=1>[CH2:18]([N:17]1[C:13]2=[N:12][CH:11]=[C:5]([C:6]([O:8][CH2:9][CH3:10])=[O:7])[C:4]([OH:20])=[C:14]2[CH:15]=[N:16]1)[CH3:19].